This data is from the Open Reaction Database (ORD), a public repository of structured organic reaction records. The task is: describe an organic reaction: reactants, conditions, products, and yield Reactants: N1C(N)=NC=2N=CNC2C1=O (guanine), S(=O)(=O)([O-])[O-].[NH4+].[NH4+] (ammonium sulfate), C[Si](N[Si](C)(C)C)(C)C (hexamethyldisilazane), C(C)(=O)OCC(COC(C)=O)OCOC(C)=O (acetoxymethyl 1,3-diacetoxy-2-propyl ether). Conditions: time 30 minute. Yields the product C(C)(=O)OCC(COC(C)=O)OCN1C=2N=C(NC(C2N=C1)=O)N (9-(1,3-Diacetoxy-2-propoxymethyl)guanine). As a reaction SMILES: [NH:1]1[C:10](=[O:11])[C:9]2[NH:8][CH:7]=[N:6][C:5]=2[N:4]=[C:2]1[NH2:3].S([O-])([O-])(=O)=O.[NH4+].[NH4+].C[Si](C)(C)N[Si](C)(C)C.[C:28]([O:31][CH2:32][CH:33]([O:39][CH2:40]OC(=O)C)[CH2:34][O:35][C:36](=[O:38])[CH3:37])(=[O:30])[CH3:29]>>[C:36]([O:35][CH2:34][CH:33]([O:39][CH2:40][N:6]1[CH:7]=[N:8][C:9]2[C:10](=[O:11])[NH:1][C:2]([NH2:3])=[N:4][C:5]1=2)[CH2:32][O:31][C:28](=[O:30])[CH3:29])(=[O:38])[CH3:37] |f:1.2.3|. Procedure details: A mixture of 50.0 g (0.33 mole) of guanine, 33 g of ammonium sulfate, and 2.2 l of hexamethyldisilazane was stirred at reflux under N2 for 3 days, during which time all of the solid dissolved. The solvent was then removed by distillation under reduced pressure. To the very viscous, orange residual oil was added under N2 84 g (0.34 mole) of acetoxymethyl 1,3-diacetoxy-2-propyl ether, which formed in second liquid phase at the bottom of the flask. The flask was fitted with a distillation adapter, ... The reactants are C1(CC1)N(S(=O)(=O)C1=CC(=CC=C1)C(F)(F)F)C1CCNCC1 (N-cyclopropyl-N-(piperidin-4-yl)-3-trifluoromethylbenzenesulfonamide), FC1=CC=C(C=C1)C(CCC(=O)O)C1=CC=C(C=C1)F (4,4-bis(4-fluorophenyl)butanoic acid). The product is C1(CC1)N(S(=O)(=O)C1=CC(=CC=C1)C(F)(F)F)C1CCN(CC1)C(CCC(C1=CC=C(C=C1)F)C1=CC=C(C=C1)F)=O (N-Cyclopropyl-N-{1-[4,4-bis(4-fluorophenyl)butanoyl]piperidin-4-yl}-3-trifluoromethylbenzenesulfonamide). Reaction SMILES: [CH:1]1([N:4]([CH:18]2[CH2:23][CH2:22][NH:21][CH2:20][CH2:19]2)[S:5]([C:8]2[CH:13]=[CH:12][CH:11]=[C:10]([C:14]([F:17])([F:16])[F:15])[CH:9]=2)(=[O:7])=[O:6])[CH2:3][CH2:2]1.[F:24][C:25]1[CH:30]=[CH:29][C:28]([CH:31]([C:37]2[CH:42]=[CH:41][C:40]([F:43])=[CH:39][CH:38]=2)[CH2:32][CH2:33][C:34](O)=[O:35])=[CH:27][CH:26]=1>>[CH:1]1([N:4]([CH:18]2[CH2:23][CH2:22][N:21]([C:34](=[O:35])[CH2:33][CH2:32][CH:31]([C:37]3[CH:42]=[CH:41][C:40]([F:43])=[CH:39][CH:38]=3)[C:28]3[CH:29]=[CH:30][C:25]([F:24])=[CH:26][CH:27]=3)[CH2:20][CH2:19]2)[S:5]([C:8]2[CH:13]=[CH:12][CH:11]=[C:10]([C:14]([F:17])([F:15])[F:16])[CH:9]=2)(=[O:6])=[O:7])[CH2:3][CH2:2]1. Reported procedure: N-Cyclopropyl-N-{1-[4,4-bis(4-fluorophenyl)butanoyl]piperidin-4-yl}-3-trifluoromethylbenzenesulfonamide was prepared from N-cyclopropyl-N-(piperidin-4-yl)-3-trifluoromethylbenzenesulfonamide and 4,4-bis(4-fluorophenyl)butanoic acid. LC: 100%. MS: m/z=607 (M+H+). 1H NMR (CDCl3): δ 8.12 (1H, s), 8.04 (1H, d), 7.86 (1H, d), 7.69 (1H, t), 7.16 (4H, dd), 6.98 (4H, dd), 4.71 (1H, d), 3.98 (1H, d), 3.80 (1H, t), 3.68 (1H, d), 2.91 (1H, t), 2.50 (1H, t), 2.33 (2H, m), 2.21 (2H, m), 1.93 (1H, m), 1.75 (4... The reagents and catalysts are C=1C=CC(=CC1)[P](C=2C=CC=CC2)(C=3C=CC=CC3)[Pd]([P](C=4C=CC=CC4)(C=5C=CC=CC5)C=6C=CC=CC6)([P](C=7C=CC=CC7)(C=8C=CC=CC8)C=9C=CC=CC9)[P](C=1C=CC=CC1)(C=1C=CC=CC1)C=1C=CC=CC1 (tetrakis(triphenylphosphine)palladium(0)). The yield is 25.0%. Procedure details: To a stirred solution of 4-bromo-2,2-dimethyl-5-{4-(methylsulfonyl)phenyl}-3(2H)-furanone (112 mg) and tetrakis(triphenylphosphine)palladium(0) (54 mg) in 7 ml benzene and 1 ml ethanol, were added 2 M aqueous sodium carbonate (0.22 ml) and (3-chloro-4-fluorophenyl)boronic acid (82 mg). The reaction solution was kept at reflux for 24 hours. Then the solvent was evaporated off under reduced pressure. The resulting residue was extracted with 50 ml water and dichloromethane (50 ml×3). The organic la... The reactants are BrC=1C(C(OC1C1=CC=C(C=C1)S(=O)(=O)C)(C)C)=O (4-bromo-2,2-dimethyl-5-{4-(methylsulfonyl)phenyl}-3(2H)-furanone), C([O-])([O-])=O.[Na+].[Na+] (sodium carbonate), ClC=1C=C(C=CC1F)B(O)O ((3-chloro-4-fluorophenyl)boronic acid). As a reaction SMILES: Br[C:2]1[C:3](=[O:19])[C:4]([CH3:18])([CH3:17])[O:5][C:6]=1[C:7]1[CH:12]=[CH:11][C:10]([S:13]([CH3:16])(=[O:15])=[O:14])=[CH:9][CH:8]=1.C(=O)([O-])[O-].[Na+].[Na+].[Cl:26][C:27]1[CH:28]=[C:29](B(O)O)[CH:30]=[CH:31][C:32]=1[F:33]>C1C=CC=CC=1.C(O)C.C1C=CC([P]([Pd]([P](C2C=CC=CC=2)(C2C=CC=CC=2)C2C=CC=CC=2)([P](C2C=CC=CC=2)(C2C=CC=CC=2)C2C=CC=CC=2)[P](C2C=CC=CC=2)(C2C=CC=CC=2)C2C=CC=CC=2)(C2C=CC=CC=2)C2C=CC=CC=2)=CC=1>[Cl:26][C:27]1[CH:28]=[C:29]([C:2]2[C:3](=[O:19])[C:4]([CH3:18])([CH3:17])[O:5][C:6]=2[C:7]2[CH:12]=[CH:11][C:10]([S:13]([CH3:16])(=[O:15])=[O:14])=[CH:9][CH:8]=2)[CH:30]=[CH:31][C:32]=1[F:33] |f:1.2.3,^1:49,51,70,89|. The product is ClC=1C=C(C=CC1F)C=1C(C(OC1C1=CC=C(C=C1)S(=O)(=O)C)(C)C)=O (4-(3-chloro-4-fluorophenyl)-2,2-dimethyl-5-{4-(methylsulfonyl)phenyl}-3(2H)-furanone). Solvent: C1=CC=CC=C1 (benzene), C(C)O (ethanol). Starting materials: ClC1=NC=2N([C@@H](C(N(C2C=N1)C)=O)CC)C1CCCC1 ((R)-2-Chloro-8-cyclopentyl-7-ethyl-5-methyl-7,8-dihydropteridin-6(5H)-one), NN (hydrazine). The solvent is C(C)O (ethanol). Yields the product C1(CCCC1)N1[C@@H](C(N(C=2C=NC(=NC12)NN)C)=O)CC ((R)-8-cyclopentyl-7-ethyl-2-hydrazinyl-5-methyl-7,8-dihydropteridin-6(5H)-one). Reaction SMILES: Cl[C:2]1[N:11]=[CH:10][C:9]2[N:8]([CH3:12])[C:7](=[O:13])[C@@H:6]([CH2:14][CH3:15])[N:5]([CH:16]3[CH2:20][CH2:19][CH2:18][CH2:17]3)[C:4]=2[N:3]=1.[NH2:21][NH2:22]>C(O)C>[CH:16]1([N:5]2[C:4]3[N:3]=[C:2]([NH:21][NH2:22])[N:11]=[CH:10][C:9]=3[N:8]([CH3:12])[C:7](=[O:13])[C@H:6]2[CH2:14][CH3:15])[CH2:20][CH2:19][CH2:18][CH2:17]1. Reported procedure: Intermediate B and hydrazine (6 equivalents) in ethanol was heated in a microwave for 1 h at 120° C. The solvent was removed to give Intermediate B-2. This material was used without further purification.